Dataset: the Open Reaction Database (ORD), a public repository of structured organic reaction records. Task: describe an organic reaction: reactants, conditions, products, and yield Reactants: COCCn1c(C)nc2cc(C(=O)OC)cc(OCc3ccccc3)c21, CO. Yields the product COCCn1c(C)nc2cc(C(=O)OC)cc(O)c21. Reaction SMILES: [CH2:1]([c:2]1[cH:3][cH:4][cH:5][cH:6][cH:7]1)[O:8][c:9]1[cH:10][c:11]([C:23](=[O:24])[O:25][CH3:26])[cH:12][c:13]2[c:14]1[n:15]([CH2:19][CH2:20][O:21][CH3:22])[c:16]([CH3:18])[n:17]2.[CH3:27][OH:28]>>[OH:8][c:9]1[cH:10][c:11]([C:23](=[O:24])[O:25][CH3:26])[cH:12][c:13]2[c:14]1[n:15]([CH2:19][CH2:20][O:21][CH3:22])[c:16]([CH3:18])[n:17]2. The reactants are [C@@H](C)(CC)NC=1C(=NC2=CC=C(C=C2N1)C(=O)OC)OS(=O)(=O)C(F)(F)F ((R)-methyl 3-(sec-butylamino)-2-(trifluoromethylsulfonyloxy)quinoxaline-6-carboxylate), FC=1C=CC2=C(C=C(O2)B(O)O)C1 (5-fluorobenzofuran-2-ylboronic acid), [O-]P(=O)([O-])[O-].[K+].[K+].[K+] (K3PO4). Reagents/catalysts: C=1C=CC(=CC1)[P](C=2C=CC=CC2)(C=3C=CC=CC3)[Pd]([P](C=4C=CC=CC4)(C=5C=CC=CC5)C=6C=CC=CC6)([P](C=7C=CC=CC7)(C=8C=CC=CC8)C=9C=CC=CC9)[P](C=1C=CC=CC1)(C=1C=CC=CC1)C=1C=CC=CC1 (Pd(PPh3)4). The solvent is O1CCOCC1 (dioxane). Run at temperature 90 celsius, time 1 hour. The product is [C@@H](C)(CC)NC=1C(=NC2=CC=C(C=C2N1)C(=O)OC)C=1OC2=C(C1)C=C(C=C2)F ((R)-methyl 3-(sec-butylamino)-2-(5-fluorobenzofuran-2-yl)quinoxaline-6-carboxylate), 2. Yield: 24.0%. As a reaction SMILES: [C@H:1]([NH:5][C:6]1[C:7](OS(C(F)(F)F)(=O)=O)=[N:8][C:9]2[C:14]([N:15]=1)=[CH:13][C:12]([C:16]([O:18][CH3:19])=[O:17])=[CH:11][CH:10]=2)([CH2:3][CH3:4])[CH3:2].[F:28][C:29]1[CH:30]=[CH:31][C:32]2[O:36][C:35](B(O)O)=[CH:34][C:33]=2[CH:40]=1.[O-]P([O-])([O-])=O.[K+].[K+].[K+]>O1CCOCC1.C1C=CC([P]([Pd]([P](C2C=CC=CC=2)(C2C=CC=CC=2)C2C=CC=CC=2)([P](C2C=CC=CC=2)(C2C=CC=CC=2)C2C=CC=CC=2)[P](C2C=CC=CC=2)(C2C=CC=CC=2)C2C=CC=CC=2)(C2C=CC=CC=2)C2C=CC=CC=2)=CC=1>[C@H:1]([NH:5][C:6]1[C:7]([C:35]2[O:36][C:32]3[CH:31]=[CH:30][C:29]([F:28])=[CH:40][C:33]=3[CH:34]=2)=[N:8][C:9]2[C:14]([N:15]=1)=[CH:13][C:12]([C:16]([O:18][CH3:19])=[O:17])=[CH:11][CH:10]=2)([CH2:3][CH3:4])[CH3:2] |f:2.3.4.5,^1:58,60,79,98|. Reported procedure: To a solution of (R)-methyl 3-(sec-butylamino)-2-(trifluoromethylsulfonyloxy)quinoxaline-6-carboxylate (400 mg, crude) in dioxane (5 mL) was added 5-fluorobenzofuran-2-ylboronic acid (441 mg, 2.45 mmol), K3PO4 (620 mg, 2.94 mmol), and Pd(PPh3)4 (57 mg, 0.05 mmol). The resulting solution was stirred for 1 h at 90° C. and then quenched by the addition of dichloromethane (200 mL) and washed with water (3×50 mL). The organic layer was dried over anhydrous sodium sulfate and concentrated in vacuo to ... Reactants: O=C(O)C1=CCCCC1, COc1ccccc1OC, O=C(CCl)OC(=O)CCl, CC(Cl)Cl. Product: COc1ccc(C(=O)C2=CCCCC2)cc1OC. Reaction SMILES: [C:1]1([C:7](=[O:8])[OH:9])=[CH:2][CH2:3][CH2:4][CH2:5][CH2:6]1.[CH3:19][O:20][c:21]1[cH:22][cH:23][cH:24][cH:25][c:26]1[O:27][CH3:28].[Cl:10][CH2:11][C:12]([O:13][C:14](=[O:15])[CH2:16][Cl:17])=[O:18].[Cl:29][CH:30]([Cl:31])[CH3:32]>>[C:1]1([C:7](=[O:8])[c:24]2[cH:23][cH:22][c:21]([O:20][CH3:19])[c:26]([O:27][CH3:28])[cH:25]2)=[CH:2][CH2:3][CH2:4][CH2:5][CH2:6]1. Starting materials: C(C)(C)(C)C1=CN(C(=C1)C(=O)OCC)N (Ethyl 3-tert-Butyl-1-aminopyrrole-5-carboxylate), C(C)(=O)O.C(=N)N (formamidine acetate), C(C)OC(C)O (ethoxyethanol), C(Cl)(Cl)Cl (chloroform). Run in CO (MeOH). The product is C(C)(C)(C)C=1C=C2C(=NC=NN2C1)O (6-tert-Butyl-pyrrolo[2,1-f][1,2,4]triazin-4-ol). Isolated yield 25.6%. As a reaction SMILES: [C:1]([C:5]1[CH:9]=[C:8]([C:10](OCC)=[O:11])[N:7]([NH2:15])[CH:6]=1)([CH3:4])([CH3:3])[CH3:2].C(O)(=O)C.[CH:20](N)=[NH:21].C(OC(O)C)C.C(Cl)(Cl)Cl>CO>[C:1]([C:5]1[CH:9]=[C:8]2[N:7]([CH:6]=1)[N:15]=[CH:20][N:21]=[C:10]2[OH:11])([CH3:4])([CH3:3])[CH3:2] |f:1.2|. Procedure: Ethyl 3-tert-Butyl-1-aminopyrrole-5-carboxylate (1.00 g, 4.76 mmol, 1 eq), formamidine acetate (1.46 g, 14.3 mmol, 3 eq.) and ethoxyethanol (10 mL) were mixed and refluxed for 3 hours. The solvent was stripped and then restripped from chloroform (3×) to yield a solid. This solid was stirred in 5 mL MeOH, filtered, and the collected solids rinsed with Et2O and dried to yield 233 mg of a white solid as product. LCMS found: (M+H)++=191. The reactants are C(#N)C1=CC=C(C=C1)C1N(C(N(C=2CCCC(C12)=O)C1=CC(=CC=C1)C(F)(F)F)=O)CC(=O)O (2-(4-(4-Cyanophenyl)-2,5-dioxo-1-(3-(trifluoromethyl)phenyl)-1,2,5,6,7,8-hexahydroquinazolin-3(4H)-yl)acetic acid), C(#N)C1=CC=C(C=C1)[C@@H]1N(C(N(C=2CCCC(C12)=O)C1=CC(=CC=C1)C(F)(F)F)=O)CC(=O)OC ((S)-methyl 2-(4-(4-cyanophenyl)-2,5-dioxo-1-(3-(trifluoromethyl)phenyl)-1,2,5,6,7,8-hexahydroquinazolin-3(4H)-yl)acetate), ( V001-006 ). Yields the product C(#N)C1=CC=C(C=C1)[C@@H]1N(C(N(C=2CCCC(C12)=O)C1=CC(=CC=C1)C(F)(F)F)=O)CC(=O)O ((S)-2-(4-(4-Cyanophenyl)-2,5-dioxo-1-(3-(trifluoromethyl)phenyl)-1,2,5,6,7,8-hexahydroquinazolin-3(4H)-yl)acetic acid). RXN SMILES: [C:1]([C:3]1[CH:8]=[CH:7][C:6]([CH:9]2[C:18]3[C:17](=[O:19])[CH2:16][CH2:15][CH2:14][C:13]=3[N:12]([C:20]3[CH:25]=[CH:24][CH:23]=[C:22]([C:26]([F:29])([F:28])[F:27])[CH:21]=3)[C:11](=[O:30])[N:10]2[CH2:31][C:32]([OH:34])=[O:33])=[CH:5][CH:4]=1)#[N:2].C(C1C=CC([C@H]2C3C(=O)CCCC=3N(C3C=CC=C(C(F)(F)F)C=3)C(=O)N2CC(OC)=O)=CC=1)#N>>[C:1]([C:3]1[CH:4]=[CH:5][C:6]([C@H:9]2[C:18]3[C:17](=[O:19])[CH2:16][CH2:15][CH2:14][C:13]=3[N:12]([C:20]3[CH:25]=[CH:24][CH:23]=[C:22]([C:26]([F:28])([F:29])[F:27])[CH:21]=3)[C:11](=[O:30])[N:10]2[CH2:31][C:32]([OH:34])=[O:33])=[CH:7][CH:8]=1)#[N:2]. Reported procedure: The title compound is prepared in analogy to 2-(4-(4-cyanophenyl)-2,5-dioxo-1-(3-(tri-fluoromethyl)phenyl)-1,2,5,6,7,8-hexahydroquinazolin-3(4H)-yl)acetic acid (example 32), using (S)-methyl 2-(4-(4-cyanophenyl)-2,5-dioxo-1-(3-(trifluoromethyl)phenyl)-1,2,5,6,7,8-hexahydroquinazolin-3(4H)-yl)acetate (example 31B, 30 mg, 62 μmol) as starting material. Yield: 23 mg; ESI mass spectrum [M+H]+=470; Retention time: 1.09 min (V001—006). Starting materials: N=C1C(C(=CC(=C1)C(C1=CC=CC=C1)=O)CC1=CC=CC=C1)NC(=S)NC(=O)OC (1-iminophenylmethyl-2-(3-carbomethoxythioureido)-5-benzoylbenzene), [OH-].[Ca+2].[OH-] (calcium hydroxide), S(=O)(OC)OC (dimethyl sulfite). Solvent: CN(C=O)C (dimethylformamide), O (water). Run at temperature 30 celsius, time 2 hour. The product is N=C1C(C(=CC(=C1)C(C1=CC=CC=C1)=O)CC1=CC=CC=C1)NC(SC)=NC(=O)OC (1-iminophenylmethyl-2-(3-carbomethoxy-S-methylisothioureido)-5-benzoylbenzene). As a reaction SMILES: [NH:1]=[C:2]1[CH:7]=[C:6]([C:8](=[O:15])[C:9]2[CH:14]=[CH:13][CH:12]=[CH:11][CH:10]=2)[CH:5]=[C:4]([CH2:16][C:17]2[CH:22]=[CH:21][CH:20]=[CH:19][CH:18]=2)[CH:3]1[NH:23][C:24]([NH:26][C:27]([O:29][CH3:30])=[O:28])=[S:25].[OH-].[Ca+2].[OH-].S(OC)(O[CH3:37])=O>CN(C)C=O.O>[NH:1]=[C:2]1[CH:7]=[C:6]([C:8](=[O:15])[C:9]2[CH:10]=[CH:11][CH:12]=[CH:13][CH:14]=2)[CH:5]=[C:4]([CH2:16][C:17]2[CH:22]=[CH:21][CH:20]=[CH:19][CH:18]=2)[CH:3]1[NH:23][C:24](=[N:26][C:27]([O:29][CH3:30])=[O:28])[S:25][CH3:37] |f:1.2.3|. Procedure details: To a solution of 1-iminophenylmethyl-2-(3-carbomethoxythioureido)-5-benzoylbenzene (4.33 g.; 0.01 mol) in dimethylformamide (50 ml.) and water (5 ml.) there is added calcium hydroxide (0.74 g.; 0.01 mol). The mixture is stirred at 30° C. for 2 hours and to it there is added dimethyl sulfite (1.1 g.; 0.01 mol). The mixture is stirred at room temperature for 3 hours and the precipitate collected and dried to afford 1-iminophenylmethyl-2-(3-carbomethoxy-S-methylisothioureido)-5-benzoylbenzene.